This data is from the Open Reaction Database (ORD), a public repository of structured organic reaction records. The task is: describe an organic reaction: reactants, conditions, products, and yield Starting materials: [Br-], CCCC[N+](CCCC)(CCCC)CCCC, CN(C)c1ccc(-c2cnc3[nH]cc(I)c3c2)cc1, [Na+], [OH-], O=S(=O)(Cl)c1ccccc1, c1ccccc1. Yields the product CN(C)c1ccc(-c2cnc3c(c2)c(I)cn3S(=O)(=O)c2ccccc2)cc1. Reaction SMILES: [Br-:38].[CH2:39]([N+:40]([CH2:41][CH2:42][CH2:43][CH3:44])([CH2:45][CH2:46][CH2:47][CH3:48])[CH2:49][CH2:50][CH2:51][CH3:52])[CH2:53][CH2:54][CH3:55].[I:1][c:2]1[cH:3][nH:4][c:5]2[n:6][cH:7][c:8](-[c:11]3[cH:12][cH:13][c:14]([N:17]([CH3:18])[CH3:19])[cH:15][cH:16]3)[cH:9][c:10]12.[Na+:31].[OH-:30].[c:20]1([S:26](=[O:27])(=[O:28])[Cl:29])[cH:21][cH:22][cH:23][cH:24][cH:25]1.[cH:32]1[cH:33][cH:34][cH:35][cH:36][cH:37]1>>[I:1][c:2]1[cH:3][n:4]([S:26]([c:20]2[cH:21][cH:22][cH:23][cH:24][cH:25]2)(=[O:27])=[O:28])[c:5]2[n:6][cH:7][c:8](-[c:11]3[cH:12][cH:13][c:14]([N:17]([CH3:18])[CH3:19])[cH:15][cH:16]3)[cH:9][c:10]12.